This data is from the Open Reaction Database (ORD), a public repository of structured organic reaction records. The task is: describe an organic reaction: reactants, conditions, products, and yield The reactants are Clc1ncc2scc(Br)c2n1, O=C([O-])[O-], COc1cc(N)cc(OC)c1OC, CCC(C)O, [K+], [K+], O=C(C=Cc1ccccc1)C=Cc1ccccc1, O=C(C=Cc1ccccc1)C=Cc1ccccc1, O=C(C=Cc1ccccc1)C=Cc1ccccc1, [Pd], [Pd]. Product: COc1cc(Nc2csc3cnc(Cl)nc23)cc(OC)c1OC. Reaction SMILES: [Br:1][c:2]1[cH:3][s:4][c:5]2[c:6]1[n:7][c:8]([Cl:11])[n:9][cH:10]2.[C:12](=[O:13])([O-:14])[O-:15].[CH3:18][O:19][c:20]1[cH:21][c:22]([NH2:30])[cH:23][c:24]([O:28][CH3:29])[c:25]1[O:26][CH3:27].[CH3:31][CH:32]([OH:33])[CH2:34][CH3:35].[K+:16].[K+:17].[O:38]=[C:39]([CH:40]=[CH:41][c:42]1[cH:43][cH:44][cH:45][cH:46][cH:47]1)[CH:48]=[CH:49][c:50]1[cH:51][cH:52][cH:53][cH:54][cH:55]1.[O:56]=[C:57]([CH:58]=[CH:59][c:60]1[cH:61][cH:62][cH:63][cH:64][cH:65]1)[CH:66]=[CH:67][c:68]1[cH:69][cH:70][cH:71][cH:72][cH:73]1.[O:74]=[C:75]([CH:76]=[CH:77][c:78]1[cH:79][cH:80][cH:81][cH:82][cH:83]1)[CH:84]=[CH:85][c:86]1[cH:87][cH:88][cH:89][cH:90][cH:91]1.[Pd:36].[Pd:37]>>[c:2]1([NH:30][c:22]2[cH:21][c:20]([O:19][CH3:18])[c:25]([O:26][CH3:27])[c:24]([O:28][CH3:29])[cH:23]2)[cH:3][s:4][c:5]2[c:6]1[n:7][c:8]([Cl:11])[n:9][cH:10]2. The reactants are Cc1oc(-c2ccccc2)nc1COc1ccc(COc2ccc3ccccc3c2CC#N)cc1, CCO, Cl, [Na+], C1CCOC1, [OH-], O. Product: Cc1oc(-c2ccccc2)nc1COc1ccc(COc2ccc3ccccc3c2CC(=O)O)cc1. Reaction SMILES: [CH3:1][c:2]1[c:3]([CH2:13][O:14][c:15]2[cH:16][cH:17][c:18]([CH2:19][O:20][c:21]3[c:22]([CH2:31][C:32]#[N:33])[c:23]4[cH:24][cH:25][cH:26][cH:27][c:28]4[cH:29][cH:30]3)[cH:34][cH:35]2)[n:4][c:5](-[c:7]2[cH:8][cH:9][cH:10][cH:11][cH:12]2)[o:6]1.[CH3:45][CH2:46][OH:47].[ClH:43].[Na+:42].[O:36]1[CH2:37][CH2:38][CH2:39][CH2:40]1.[OH-:41].[OH2:44]>>[CH3:1][c:2]1[c:3]([CH2:13][O:14][c:15]2[cH:16][cH:17][c:18]([CH2:19][O:20][c:21]3[c:22]([CH2:31][C:32](=[O:41])[OH:44])[c:23]4[cH:24][cH:25][cH:26][cH:27][c:28]4[cH:29][cH:30]3)[cH:34][cH:35]2)[n:4][c:5](-[c:7]2[cH:8][cH:9][cH:10][cH:11][cH:12]2)[o:6]1. Reactants: C1COC(CC2(CCC(CC2)=O)S(=O)(=O)C2=CC=C(C=C2)OC2=CC=CC=C2)(NO)O1 (N-hydroxy-2-[4-(4-phenoxyphenylsulfonyl)-cyclohexanone-4-yl]-acetamide ethylene ketal), N-tert-butoxy. Procedure details: Following the procedure outlined in Example 15A, N-hydroxy-2-[4-(4-phenoxyphenylsulfonyl)-cyclohexanone-4-yl]-acetamide ethylene ketal (400 mg) was prepared from the corresponding N-tert-butoxy precursor. The above product was dissolved in a 1:1 mixture of acetone and 1M hydrochloric acid (40 ml) and stirred at room temperature for 18 hours. The reaction was concentrated under reduced pressure and extracted with ethyl acetate. Silica gel chromatography using 10% methanol/methylene chloride gave ... Reaction conditions: time 18 hour. As a reaction SMILES: C1O[C:4]([NH:29][OH:30])([CH2:5][C:6]2([S:13]([C:16]3[CH:21]=[CH:20][C:19]([O:22][C:23]4[CH:28]=[CH:27][CH:26]=[CH:25][CH:24]=4)=[CH:18][CH:17]=3)(=[O:15])=[O:14])[CH2:11][CH2:10][C:9](=[O:12])[CH2:8][CH2:7]2)[O:3]C1>CC(C)=O.Cl>[O:22]([C:19]1[CH:18]=[CH:17][C:16]([S:13]([C:6]2([CH2:5][C:4]([NH:29][OH:30])=[O:3])[CH2:11][CH2:10][C:9](=[O:12])[CH2:8][CH2:7]2)(=[O:15])=[O:14])=[CH:21][CH:20]=1)[C:23]1[CH:28]=[CH:27][CH:26]=[CH:25][CH:24]=1. The product is O(C1=CC=CC=C1)C1=CC=C(C=C1)S(=O)(=O)C1(CCC(CC1)=O)CC(=O)NO (2-[4-(4-phenoxyphenylsulfonyl)cyclohexanone-4-yl]-N-hydroxyacetamide). The solvent is CC(=O)C (acetone), Cl (hydrochloric acid). The reactants are N1=C(C=CC=C1)C(=O)C1=C(C=CC=C1)N1N=C(N=C1CCl)C(=O)O (1-[2-(2-pyridinecarbonyl)phenyl]-5-chloromethyl-1H-1,2,4-triazole-3-carboxylic acid), N (ammonia), C(Cl)(Cl)Cl (chloroform), C(OCC)(=O)Cl (ethyl chlorocarbonate). Procedure: To a solution of 0.258 g. of 1-[2-(2-pyridinecarbonyl)phenyl]-5-chloromethyl-1H-1,2,4-triazole-3-carboxylic acid in 7.5 ml. of chloroform are added 0.14 ml. of triethylamine and then 0.1 ml. of ethyl chlorocarbonate with ice-cooling. After stirring for 10 minutes, to the resulting mixture is added 0.5 ml. of concentrated aqueous ammonia, and the whole mixture is further stirred for 30 minutes. The precipitated crystals are collected by filtration, washed successively with water, ethanol and ethe... Solvent: C(C)N(CC)CC (triethylamine). RXN SMILES: [N:1]1[CH:6]=[CH:5][CH:4]=[CH:3][C:2]=1[C:7]([C:9]1[CH:14]=[CH:13][CH:12]=[CH:11][C:10]=1[N:15]1[C:19]([CH2:20][Cl:21])=[N:18][C:17]([C:22](O)=[O:23])=[N:16]1)=[O:8].C(Cl)(Cl)Cl.C(Cl)(=O)OCC.[NH3:35]>C(N(CC)CC)C>[N:1]1[CH:6]=[CH:5][CH:4]=[CH:3][C:2]=1[C:7]([C:9]1[CH:14]=[CH:13][CH:12]=[CH:11][C:10]=1[N:15]1[C:19]([CH2:20][Cl:21])=[N:18][C:17]([C:22]([NH2:35])=[O:23])=[N:16]1)=[O:8]. Reaction conditions: time 10 minute. The product is N1=C(C=CC=C1)C(=O)C1=C(C=CC=C1)N1N=C(N=C1CCl)C(=O)N (1-[2-(2-pyridinecarbonyl)phenyl]-5-chloromethyl-1H-1,2,4-triazole-3-carboxamide). Starting materials: NC1CCN2CCC3=C(C2C1)C=CC=C3 (2-amino-1,3,4,6,7,11b-hexahydro-2H-benzo[a]quinolizine), C1(=CC=CC=C1)N=C=O (phenyl isocyanate). The solvent is C1=CC=CC=C1 (benzene), C1=CC=CC=C1 (benzene). Reaction conditions: time 18 hour. The product is C1C(CCN2CCC3=C(C12)C=CC=C3)NC(=O)NC3=CC=CC=C3 (1-(1,3,4,6,7,11b-Hexahydro-2H-benzo[a]quinolizin-2-yl)-3-phenyl urea). Reaction SMILES: [NH2:1][CH:2]1[CH2:11][CH:10]2[N:5]([CH2:6][CH2:7][C:8]3[CH:15]=[CH:14][CH:13]=[CH:12][C:9]=32)[CH2:4][CH2:3]1.[C:16]1([N:22]=[C:23]=[O:24])[CH:21]=[CH:20][CH:19]=[CH:18][CH:17]=1>C1C=CC=CC=1>[CH2:11]1[CH:10]2[N:5]([CH2:6][CH2:7][C:8]3[CH:15]=[CH:14][CH:13]=[CH:12][C:9]=32)[CH2:4][CH2:3][CH:2]1[NH:1][C:23]([NH:22][C:16]1[CH:21]=[CH:20][CH:19]=[CH:18][CH:17]=1)=[O:24]. Reported procedure: To 2-amino-1,3,4,6,7,11b-hexahydro-2H-benzo[a]quinolizine (0.436 g) stirred at room temperature in benzene (50 ml) was added phenyl isocyanate (0.290 g, 5% excess) in benzene (25 ml). After stirring for 18 hours, the title compound was filtered off as a white solid (0.621 g) which was converted in ethanolic hydrogen chloride to the hydrochloride (0.654 g), m.p. 210.1° C. C20H23N3O.HCl.H2O requires C, 63.90; H, 6.97; N, 11.18% Found: C, 63.72; H, 6.87; N, 11.10%. Starting materials: C(=C)C1=CC=C(C=C1)B(O)O (4-vinyl-phenyl boronic acid), C(C)(C)(C)P (t-butylphosphine), ClC=1C=C(C=CC1)C1=NC=CC=C1 (2-(3-chloro-phenyl)pyridine), F[K] (fluoro-potassium). The reagents and catalysts are C(C1=CC=CC=C1)=CC(=O)C=CC1=CC=CC=C1.C(C1=CC=CC=C1)=CC(=O)C=CC1=CC=CC=C1.C(C1=CC=CC=C1)=CC(=O)C=CC1=CC=CC=C1.[Pd] (palladium tris(dibenzylidene acetone)). Run in O1CCOCC1 (1,4-dioxane). Run at temperature 80 celsius. The product is C(=C)C1=CC=C(C=C1)C1=CC(=CC=C1)C1=NC=CC=C1 (2-(4′-vinyl-biphenyl-3-yl)pyridine). Isolated yield 45.0%. RXN SMILES: [CH:1]([C:3]1[CH:8]=[CH:7][C:6](B(O)O)=[CH:5][CH:4]=1)=[CH2:2].Cl[C:13]1[CH:14]=[C:15]([C:19]2[CH:24]=[CH:23][CH:22]=[CH:21][N:20]=2)[CH:16]=[CH:17][CH:18]=1.F[K].C(P)(C)(C)C>C(=CC(C=CC1C=CC=CC=1)=O)C1C=CC=CC=1.C(=CC(C=CC1C=CC=CC=1)=O)C1C=CC=CC=1.C(=CC(C=CC1C=CC=CC=1)=O)C1C=CC=CC=1.[Pd].O1CCOCC1>[CH:1]([C:3]1[CH:8]=[CH:7][C:6]([C:17]2[CH:18]=[CH:13][CH:14]=[C:15]([C:19]3[CH:24]=[CH:23][CH:22]=[CH:21][N:20]=3)[CH:16]=2)=[CH:5][CH:4]=1)=[CH2:2] |f:4.5.6.7|. Procedure details: This Example was carried out in the same manner as Example 10, except that 23.42 g (0.158 mol) of 4-vinyl-phenyl boronic acid, 20.0 g (0.1055 mol) of 2-(3-chloro-phenyl)pyridine, 500□ of 1,4-dioxane, 27.54 g (0.474 mol, 3.3 equivalent) of fluoro-potassium, 1.69 g (0.0084 mol, 5.3 mol %) of t-butylphosphine [P( t-Bu)3)], and 2.6 g (0.0028 mol, 1.8 mol %) of palladium tris(dibenzylidene acetone) [Pd2(dba)3] were used. Finally, after the resulting solution was heated to reflux at 80° C. for 24 hour...